From a dataset of the Open Reaction Database (ORD), a public repository of structured organic reaction records. describe an organic reaction: reactants, conditions, products, and yield Reported procedure: First, 19.2 g (60 mmol) of the HQ obtained in section (M) mentioned above was put in an 1-liter three-necked flask, and dissolved by the addition of 500 ml of sulforane. To this solution, 7.92 g (90 mmol) of ethylene carbonate was added, and the mixture was heated under a nitrogen atmosphere. Then 0.1 g of K2C03 was added at the reflux temperature of sulforane, and reflux was continued for 4 hours with stirring. After the reaction was completed, the reaction mixture was filtered and the filtrate... Isolated yield 83.0%. As a reaction SMILES: [OH:1][C:2]1[CH:7]=[CH:6][C:5]([C:8]2[CH:13]=[CH:12][C:11]([C:14]3[CH:19]=[CH:18][C:17]([C:20]4[CH:25]=[CH:24][CH:23]=[CH:22][CH:21]=4)=[CH:16][CH:15]=3)=[CH:10][CH:9]=2)=[CH:4][CH:3]=1.C1(=O)O[CH2:29][CH2:28][O:27]1>>[OH:27][CH2:28][CH2:29][O:1][C:2]1[CH:3]=[CH:4][C:5]([C:8]2[CH:13]=[CH:12][C:11]([C:14]3[CH:19]=[CH:18][C:17]([C:20]4[CH:25]=[CH:24][CH:23]=[CH:22][CH:21]=4)=[CH:16][CH:15]=3)=[CH:10][CH:9]=2)=[CH:6][CH:7]=1. Conditions: time 4 hour. Reactants: OC1=CC=C(C=C1)C1=CC=C(C=C1)C1=CC=C(C=C1)C1=CC=CC=C1 (4-Hydroxy-p-quaterphenyl), C1(OCCO1)=O (ethylene carbonate). Yields the product OCCOC1=CC=C(C=C1)C1=CC=C(C=C1)C1=CC=C(C=C1)C1=CC=CC=C1 (4-(2-hydroxyethoxy)-p-quaterphenyl).